Task: describe an organic reaction: reactants, conditions, products, and yield. Dataset: the Open Reaction Database (ORD), a public repository of structured organic reaction records Reactants: N#N.CNC1=C(C=C(C=C1)C(C)C)N (N2 methyl-5-isopropyl-1,2-phenylenediamine), C(C)O (ethanol). The product is CN1C(=NC2=C1C=CC(=C2)C(C)C)C (1,2-dimethyl-5-isopropylbenzimidazole). Reaction SMILES: N#N.[CH3:3][NH:4][C:5]1[CH:10]=[CH:9][C:8]([CH:11]([CH3:13])[CH3:12])=[CH:7][C:6]=1[NH2:14].[CH2:15](O)[CH3:16]>>[CH3:3][N:4]1[C:5]2[CH:10]=[CH:9][C:8]([CH:11]([CH3:12])[CH3:13])=[CH:7][C:6]=2[N:14]=[C:15]1[CH3:16] |f:0.1|. Procedure details: A mixture of 6.66 g. (0.041 mole) of N2 -methyl-5-isopropyl-1,2-phenylenediamine and 10.02 g. (0.081 mole) of ethyl methylcarboximidate hydrochloride in 100 ml. of absolute ethanol was stirred at room temperature for 40 hours and then refluxed for 18 hours. The reaction mixture was distilled to dryness under reduced pressure, 100 ml. of 4N HCl was added to the residue and then the mixture refluxed for 22 hours. After cooling, the resultant mixture was filtered and the filtrate added dropwise to ... Reaction SMILES: [CH2:1]([C:5]1[N:9]([CH2:10][C:11]2[CH:16]=[CH:15][C:14]([C:17]3[CH:22]=[CH:21][CH:20]=[CH:19][C:18]=3[C:23]3[NH:27][N:26]=[N:25][N:24]=3)=[CH:13][CH:12]=2)[C:8]2[C:28]([C:33]([O:35]C)=[O:34])=[CH:29][C:30]([Cl:32])=[CH:31][C:7]=2[N:6]=1)[CH2:2][CH2:3][CH3:4]>[OH-].[Na+].CO>[CH2:1]([C:5]1[N:9]([CH2:10][C:11]2[CH:12]=[CH:13][C:14]([C:17]3[CH:22]=[CH:21][CH:20]=[CH:19][C:18]=3[C:23]3[NH:27][N:26]=[N:25][N:24]=3)=[CH:15][CH:16]=2)[C:8]2[C:28]([C:33]([OH:35])=[O:34])=[CH:29][C:30]([Cl:32])=[CH:31][C:7]=2[N:6]=1)[CH2:2][CH2:3][CH3:4] |f:1.2|. Isolated yield 73.5%. Yields the product C(CCC)C1=NC2=C(N1CC1=CC=C(C=C1)C1=C(C=CC=C1)C1=NN=NN1)C(=CC(=C2)Cl)C(=O)O (2-Butyl-5-chloro-1-[[2'-(1H-tetrazol-5-yl)biphenyl-4-yl)methyl]benzimidazole-7-carboxylic acid). Reactants: C(CCC)C1=NC2=C(N1CC1=CC=C(C=C1)C1=C(C=CC=C1)C1=NN=NN1)C(=CC(=C2)Cl)C(=O)OC (methyl 2-butyl-5-chloro-1-[[2'-(1H-tetrazol-5-yl)biphenyl-4-yl]methyl]benzimidazol-7carboxylate). Solvent: [OH-].[Na+] (NaOH), CO (methanol). Procedure: A solution of methyl 2-butyl-5-chloro-1-[[2'-(1H-tetrazol-5-yl)biphenyl-4-yl]methyl]benzimidazol-7carboxylate (0.28 g) in 1N NaOH (2 ml) and methanol (4 ml) was stirred for 16 hours at room temperature. The reaction mixture was concentrated, and the concentrate was dissolved in water (10 ml), which was made acidic with 1N-HCl. Crystals thus separated were collected by filtration, recrystallized from methanol-chloroform to afford colorless crystals (0.2 g, 72%), m.p. 232°-234° C. Starting materials: IC(=O)[C@H](O)[C@@H](O)[C@@H](O)[C@H](O)CO (iodo-galactose), [C-]#N.[Na+] (NaCN). The solvent is CN(C)C=O (DMF). Yields the product [CH2-]C(=O)C.[CH2-]C(=O)C.C(#N)C[C@@H]([C@H]([C@H]([C@@H](C=O)O)O)O)O (6-Cyano-fucose diacetonide). As a reaction SMILES: I[C:2]([C@@H:4]([C@H:6]([C@H:8]([C@@H:10]([CH2:12][OH:13])[OH:11])[OH:9])[OH:7])[OH:5])=O.[C-:14]#[N:15].[Na+]>CN(C=O)C>[CH2-:2][C:4]([CH3:6])=[O:5].[CH2-:2][C:4]([CH3:6])=[O:5].[C:14]([CH2:2][C@H:4]([OH:5])[C@@H:6]([OH:7])[C@@H:8]([OH:9])[C@H:10]([OH:11])[CH:12]=[O:13])#[N:15] |f:1.2,4.5.6|. Procedure details: Compound 27 was prepared following a procedure by Streicher and Wunsch (Carbohydr. Res. 338(22): 2375-85 (2003)). Referring to Scheme 7, iodo-galactose (120 mg, 0.32 mmol) and NaCN (51 mg, 1 M) were heated to 110° C. in DMF for 12 h. The mixture was cooled, partitioned with CH2Cl2-water and the layers separated. The aqueous layer was further washed with CH2Cl2 (2×) and the combined organics washed with brine, dried (Na2SO4), filtered and concentrated to a brown oil. FCC purification (9:1 to 4:1 ... Starting materials: C(C1=CC=CC=C1)OC(=O)C1=CC=C(C=C1)C1=C2C(N3[C@H](C2=CC(=C1C(=O)OCC)CCC1=CC=C(C=C1)F)CCC3)=O (Ethyl (9bS)-6-{4-[(benzyloxy)carbonyl]phenyl}-8-[2-(4-fluorophenyl)ethyl]-5-oxo-2,3,5,9b-tetrahydro-1H-pyrrolo[2.1-a]isoindole-7-carboxylate). The reagents and catalysts are [Pd] (Pd/C). Solvent: C(C)(=O)OCC (ethyl acetate). Reaction conditions: time 18 hour. Product: C(C)OC(=O)C=1C(=C2C(N3[C@H](C2=CC1CCC1=CC=C(C=C1)F)CCC3)=O)C3=CC=C(C(=O)O)C=C3 (4-{(9bS)-7-(ethoxycarbonyl)-8-[2-(4-fluorophenyl)ethyl]-5-oxo-2,3,5,9b-tetrahydro-1H-pyrrolo[2,1-α]isoindol-6-yl}benzoic acid). The yield is 98.0%. RXN SMILES: C([O:8][C:9]([C:11]1[CH:16]=[CH:15][C:14]([C:17]2[C:25]([C:26]([O:28][CH2:29][CH3:30])=[O:27])=[C:24]([CH2:31][CH2:32][C:33]3[CH:38]=[CH:37][C:36]([F:39])=[CH:35][CH:34]=3)[CH:23]=[C:22]3[C:18]=2[C:19](=[O:43])[N:20]2[CH2:42][CH2:41][CH2:40][C@H:21]23)=[CH:13][CH:12]=1)=[O:10])C1C=CC=CC=1>C(OCC)(=O)C.[Pd]>[CH2:29]([O:28][C:26]([C:25]1[C:17]([C:14]2[CH:13]=[CH:12][C:11]([C:9]([OH:10])=[O:8])=[CH:16][CH:15]=2)=[C:18]2[C:22](=[CH:23][C:24]=1[CH2:31][CH2:32][C:33]1[CH:34]=[CH:35][C:36]([F:39])=[CH:37][CH:38]=1)[C@@H:21]1[CH2:40][CH2:41][CH2:42][N:20]1[C:19]2=[O:43])=[O:27])[CH3:30]. Procedure: To a solution of Example 48 (300 mg, 0.51 mmol) in ethyl acetate (25 ml) was added 10% Pd/C (10% w/w, 30 mg) and was stirred under H2 (1 atms.) for 18 hr. The Pd/C filtered through celite (1 g) and the filtrate concentrated to provide title compound as a white solid (243 mg, 0.50 mmol). 1H NMR (400 MHz, CDCl3) δ 8.07 (d, J=8.4 Hz, 2H), 7.49–7.42 (m, 2H), 7.13 (s, 1H), 7.09–7.06 (m, 2H), 6.96–6.92 (m, 2H), 4.62–4.58 (m, 1H), 3.94 (q, 2H), 3.68–3.61 (m, 1H), 3.33–3.29 (m, 1H), 3.02–2.87 (m, 4H), 2... Reactants: C=C1CC(Cc2ccc(-c3ccccc3)cc2)N(C(=O)OC(C)(C)C)C1=O, ClCCl, O=C(O)C(F)(F)F. Product: C=C1CC(Cc2ccc(-c3ccccc3)cc2)NC1=O. Reaction SMILES: [C:1]([O:2][C:3](=[O:4])[N:8]1[C:9](=[O:27])[C:10](=[CH2:26])[CH2:11][CH:12]1[CH2:13][c:14]1[cH:15][cH:16][c:17](-[c:20]2[cH:21][cH:22][cH:23][cH:24][cH:25]2)[cH:18][cH:19]1)([CH3:5])([CH3:6])[CH3:7].[Cl:35][CH2:36][Cl:37].[OH:28][C:29]([C:30]([F:31])([F:32])[F:33])=[O:34]>>[NH:8]1[C:9](=[O:27])[C:10](=[CH2:26])[CH2:11][CH:12]1[CH2:13][c:14]1[cH:15][cH:16][c:17](-[c:20]2[cH:21][cH:22][cH:23][cH:24][cH:25]2)[cH:18][cH:19]1. Reactants: C(CCC)O (1-butanol), C(C)(=O)O (acetic acid), C(C1=CC=CC=C1)OC(=O)N[C@@H](CC1=CC=CC2=CC=CC=C12)C(=O)N[C@@H](CC1=CNC=N1)C(=O)N[C@@H](CC(C)C)C=NNC(=O)N (N-benzyloxycarbonyl-3-(1-naphthyl)-L-alanyl-L-histidyl-L-leucinal semicarbazone). The solvent is O (water). Yields the product C(C1=CC=CC=C1)OC(=O)N[C@@H](CC1=CC=CC2=CC=CC=C12)C(=O)N[C@@H](CC1=CNC=N1)C(=O)N[C@@H](CC(C)C)C=O (N-Benzyloxycarbonyl-3-(1-naphthyl)-L-alanyl-L-histidyl-L-leucinal). Reaction SMILES: [CH2:1]([O:8][C:9]([NH:11][C@H:12]([C:24]([NH:26][C@H:27]([C:34]([NH:36][C@H:37]([CH:42]=NNC(N)=O)[CH2:38][CH:39]([CH3:41])[CH3:40])=[O:35])[CH2:28][C:29]1[N:33]=[CH:32][NH:31][CH:30]=1)=[O:25])[CH2:13][C:14]1[C:23]2[C:18](=[CH:19][CH:20]=[CH:21][CH:22]=2)[CH:17]=[CH:16][CH:15]=1)=[O:10])[C:2]1[CH:7]=[CH:6][CH:5]=[CH:4][CH:3]=1.C([OH:52])CCC.C(O)(=O)C>O>[CH2:1]([O:8][C:9]([NH:11][C@H:12]([C:24]([NH:26][C@H:27]([C:34]([NH:36][C@H:37]([CH:42]=[O:52])[CH2:38][CH:39]([CH3:40])[CH3:41])=[O:35])[CH2:28][C:29]1[N:33]=[CH:32][NH:31][CH:30]=1)=[O:25])[CH2:13][C:14]1[C:23]2[C:18](=[CH:19][CH:20]=[CH:21][CH:22]=2)[CH:17]=[CH:16][CH:15]=1)=[O:10])[C:2]1[CH:3]=[CH:4][CH:5]=[CH:6][CH:7]=1. Procedure: A solution of 200 mg. of N-benzyloxycarbonyl-3-(1-naphthyl)-L-alanyl-L-histidyl-L-leucinal semicarbazone in 2 ml. of the upper layer of a 4:1:5 by volume mixture of 1-butanol, glacial acetic acid and water was subjected to partition chromatography on a Sephadex (trade mark) G-25 column (column size: 2.5 cm. inner diameter×100.5 cm. length) and eluted with the same solvent as above. Fractions coloured with Pauli's reagent and 2,4-dinitrophenylhydrazine were collected and the solvent was removed u... Starting materials: [H-].[Na+] (Sodium hydride), C(#N)C1=CC(=CS1)CN1C([C@H](CC1)NS(=O)(=O)C1=CC2=CC(=CC=C2C=C1)NC(=O)OCC1=CC=CC=C1)=O (N-Cbz-7-aminonaphthalene-2-sulfonic acid-[1-(5-cyanothiophen-3-ylmethyl)-2-oxopyrrolidin-3-(S)-yl]amide), C(C1=CC=CC=C1)Br (benzyl bromide). Solvent: CCOC(=O)C (EtOAc), CN(C)C=O (DMF). Conditions: temperature 0 celsius, time 20 minute. Yields the product C(#N)C1=CC(=CS1)CN1C([C@H](CC1)N(S(=O)(=O)C1=CC2=CC(=CC=C2C=C1)NC(=O)OCC1=CC=CC=C1)CC1=CC=CC=C1)=O (N-Cbz-7-aminonaphthalene-2-sulfonic acid-[1-(5-cyanothiophen-3-ylmethyl)-2-oxopyrrolidin-3-(S)-yl]benzylamide). The yield is 52.5%. As a reaction SMILES: [C:1]([C:3]1[S:7][CH:6]=[C:5]([CH2:8][N:9]2[CH2:13][CH2:12][C@H:11]([NH:14][S:15]([C:18]3[CH:27]=[CH:26][C:25]4[C:20](=[CH:21][C:22]([NH:28][C:29]([O:31][CH2:32][C:33]5[CH:38]=[CH:37][CH:36]=[CH:35][CH:34]=5)=[O:30])=[CH:23][CH:24]=4)[CH:19]=3)(=[O:17])=[O:16])[C:10]2=[O:39])[CH:4]=1)#[N:2].[H-].[Na+].[CH2:42](Br)[C:43]1[CH:48]=[CH:47][CH:46]=[CH:45][CH:44]=1>CN(C=O)C.CCOC(C)=O>[C:1]([C:3]1[S:7][CH:6]=[C:5]([CH2:8][N:9]2[CH2:13][CH2:12][C@H:11]([N:14]([CH2:42][C:43]3[CH:48]=[CH:47][CH:46]=[CH:45][CH:44]=3)[S:15]([C:18]3[CH:27]=[CH:26][C:25]4[C:20](=[CH:21][C:22]([NH:28][C:29]([O:31][CH2:32][C:33]5[CH:38]=[CH:37][CH:36]=[CH:35][CH:34]=5)=[O:30])=[CH:23][CH:24]=4)[CH:19]=3)(=[O:17])=[O:16])[C:10]2=[O:39])[CH:4]=1)#[N:2] |f:1.2|. Reported procedure: N-Cbz-7-aminonaphthalene-2-sulfonic acid-[1-(5-cyanothiophen-3-ylmethyl)-2-oxopyrrolidin-3-(S)-yl]amide (0.56 g, 1.01 mmol) is dissolved in 10 mL of DMF and cooled to 0° C. Sodium hydride (42 mg of a 60% dispersion in mineral oil, 1.06 mmol) is added and the solution is stirred for 20 minutes. To the mixture is added benzyl bromide (0.18 g, 1.06 mmol). The reaction mixture is stirred at 0° C. for 20 minutes and then at room temperature for 1.5 hours. The solution is poured into a separatory funn... Starting materials: COc1ccc(Cl)cc1CO, N#Cc1c(F)cccc1F, [H-], [Na+], CN(C)C=O, O. Yields the product COc1ccc(Cl)cc1COc1cccc(F)c1C#N. Reaction SMILES: [Cl:4][c:5]1[cH:6][cH:7][c:8]([O:13][CH3:14])[c:9]([CH2:10][OH:11])[cH:12]1.[F:15][c:16]1[c:17]([C:18]#[N:19])[c:20]([F:24])[cH:21][cH:22][cH:23]1.[H-:2].[Na+:3].[O:25]=[CH:26][N:27]([CH3:28])[CH3:29].[OH2:1]>>[Cl:4][c:5]1[cH:6][cH:7][c:8]([O:13][CH3:14])[c:9]([CH2:10][O:11][c:20]2[c:17]([C:18]#[N:19])[c:16]([F:15])[cH:23][cH:22][cH:21]2)[cH:12]1. Starting materials: O=C([O-])[O-], CCOC(=O)CC(=O)OCC, C1CCOC1, [Cl-], [Cs+], [Cs+], I[Cu]I, Ic1ccc2ncncc2c1, [NH4+], Oc1ccccc1-c1ccccc1. The product is CCOC(=O)C(C(=O)OCC)c1ccc2ncncc2c1. RXN SMILES: [C:36](=[O:37])([O-:38])[O-:39].[CH2:12]([CH3:13])[O:14][C:15]([CH2:16][C:17](=[O:18])[O:19][CH2:20][CH3:21])=[O:22].[CH2:44]1[O:45][CH2:46][CH2:47][CH2:48]1.[Cl-:42].[Cs+:40].[Cs+:41].[Cu:49]([I:50])[I:51].[I:1][c:2]1[cH:3][c:4]2[cH:5][n:6][cH:7][n:8][c:9]2[cH:10][cH:11]1.[NH4+:43].[OH:23][c:24]1[c:25](-[c:26]2[cH:27][cH:28][cH:29][cH:30][cH:31]2)[cH:32][cH:33][cH:34][cH:35]1>>[c:2]1([CH:16]([C:15]([O:14][CH2:12][CH3:13])=[O:22])[C:17](=[O:18])[O:19][CH2:20][CH3:21])[cH:3][c:4]2[cH:5][n:6][cH:7][n:8][c:9]2[cH:10][cH:11]1. Starting materials: Cl, CN(C(=O)N(C)C1CN(C(=O)C2CCC(N)CC2)CC1c1ccc(F)cc1)c1cc(C(F)(F)F)cc(C(F)(F)F)c1, O=C(O)C1CC1. The product is CN(C(=O)N(C)C1CN(C(=O)C2CCC(NC(=O)C3CC3)CC2)CC1c1ccc(F)cc1)c1cc(C(F)(F)F)cc(C(F)(F)F)c1. Reaction SMILES: [ClH:1].[NH2:2][CH:3]1[CH2:4][CH2:5][CH:6]([C:9](=[O:10])[N:11]2[CH2:12][CH:13]([N:23]([C:24](=[O:25])[N:26]([CH3:27])[c:28]3[cH:29][c:30]([C:38]([F:39])([F:40])[F:41])[cH:31][c:32]([C:34]([F:35])([F:36])[F:37])[cH:33]3)[CH3:42])[CH:14]([c:16]3[cH:17][cH:18][c:19]([F:22])[cH:20][cH:21]3)[CH2:15]2)[CH2:7][CH2:8]1.[OH:43][C:44](=[O:45])[CH:46]1[CH2:47][CH2:48]1>>[NH:2]([CH:3]1[CH2:4][CH2:5][CH:6]([C:9](=[O:10])[N:11]2[CH2:12][CH:13]([N:23]([C:24](=[O:25])[N:26]([CH3:27])[c:28]3[cH:29][c:30]([C:38]([F:39])([F:40])[F:41])[cH:31][c:32]([C:34]([F:35])([F:36])[F:37])[cH:33]3)[CH3:42])[CH:14]([c:16]3[cH:17][cH:18][c:19]([F:22])[cH:20][cH:21]3)[CH2:15]2)[CH2:7][CH2:8]1)[C:44](=[O:43])[CH:46]1[CH2:47][CH2:48]1.